From a dataset of the Open Reaction Database (ORD), a public repository of structured organic reaction records. describe an organic reaction: reactants, conditions, products, and yield Starting materials: CCN, CN(C)C=O, O=C(O)c1cnc(Cl)c(Cl)c1, C1CCOC1. Product: CCNC(=O)c1cnc(Cl)c(Cl)c1. Reaction SMILES: [CH3:12][CH2:13][NH2:14].[CH3:20][N:21]([CH3:22])[CH:23]=[O:24].[Cl:1][c:2]1[c:3]([Cl:11])[n:4][cH:5][c:6]([C:7](=[O:8])[OH:9])[cH:10]1.[O:15]1[CH2:16][CH2:17][CH2:18][CH2:19]1>>[Cl:1][c:2]1[c:3]([Cl:11])[n:4][cH:5][c:6]([C:7](=[O:9])[NH:14][CH2:13][CH3:12])[cH:10]1. The reactants are ClC=1C=C2C=NC(=NC2=CC1)C(=O)OCC (ethyl 6-chloroquinazoline-2-carboxylate), N[C@@H]1CN(CC1)C(=O)OC(C)(C)C ((S)-tert-butyl 3-aminopyrrolidine-1-carboxylate), C(C)(C)N(CC)C(C)C (diisopropylethylamine). The solvent is CN1CCCC1=O (NMP). Run at temperature 150 celsius, time 20 hour. The product is ClC=1C=C2C=NC(=NC2=CC1)C(=O)N[C@@H]1CN(CC1)C(=O)OC(C)(C)C ((S)-tert-butyl 3-(6-chloroquinazoline-2-carboxamido)pyrrolidine-1-carboxylate). Yield: 24.7%. Reaction SMILES: [Cl:1][C:2]1[CH:3]=[C:4]2[C:9](=[CH:10][CH:11]=1)[N:8]=[C:7]([C:12]([O:14]CC)=O)[N:6]=[CH:5]2.[NH2:17][C@H:18]1[CH2:22][CH2:21][N:20]([C:23]([O:25][C:26]([CH3:29])([CH3:28])[CH3:27])=[O:24])[CH2:19]1.C(N(C(C)C)CC)(C)C>CN1C(=O)CCC1>[Cl:1][C:2]1[CH:3]=[C:4]2[C:9](=[CH:10][CH:11]=1)[N:8]=[C:7]([C:12]([NH:17][C@H:18]1[CH2:22][CH2:21][N:20]([C:23]([O:25][C:26]([CH3:29])([CH3:28])[CH3:27])=[O:24])[CH2:19]1)=[O:14])[N:6]=[CH:5]2. Procedure details: To a solution of ethyl 6-chloroquinazoline-2-carboxylate (0.200 g, 0.85 mmol, 1 eq) in 0.42 mL of NMP was added (S)-tert-butyl 3-aminopyrrolidine-1-carboxylate (0.16 g, 0.86 mmol, 1 eq) and diisopropylethylamine (0.6 mL, 3.4 mmol, 4 eq). After stirring at 150° C. for 20 h, the mixture was concentrated and purified via silica gel flash chromatography to provide (S)-tert-butyl 3-(6-chloroquinazoline-2-carboxamido)pyrrolidine-1-carboxylate (0.08 g, 0.21 mmol, 25%). Starting materials: FC=1C=C2C(C(=CN3N(COC(C1N1C[C@@H](CC1)NC=1SC=CN1)=C32)C)C(=O)O)=O (8-Fluoro-3-methyl-6-oxo-9-[(R)-3-(thiazol-2-ylamino)-pyrrolidin-1-yl]-2,3-dihydro-6H-1-oxa-3,3a-diaza-phenalene-5-carboxylic acid), FC(C(=O)OC(C(F)(F)F)=O)(F)F (trifluoroacetic anhydride). Yields the product C(C)(=O)N([C@H]1CN(CC1)C1=C(C=C2C(C(=CN3N(COC1=C32)C)C(=O)O)=O)F)C=3SC=CN3 (9-[(R)-3-(acetyl-thiazol-2-yl-amino)-pyrrolidin-1-yl]-8-fluoro-3-methyl-6-oxo-2,3-dihydro-6H-1-oxa-3,3a-diaza-phenalene-5-carboxylic acid), solid. Isolated yield 88.0%. Reaction SMILES: [F:1][C:2]1[CH:3]=[C:4]2[C:25]3[N:8]([N:9]([CH3:26])[CH2:10][O:11][C:12]=3[C:13]=1[N:14]1[CH2:18][CH2:17][C@@H:16]([NH:19][C:20]3[S:21][CH:22]=[CH:23][N:24]=3)[CH2:15]1)[CH:7]=[C:6]([C:27]([OH:29])=[O:28])[C:5]2=[O:30].F[C:32](F)(F)[C:33](OC(=O)C(F)(F)F)=[O:34]>>[C:33]([N:19]([C:20]1[S:21][CH:22]=[CH:23][N:24]=1)[C@@H:16]1[CH2:17][CH2:18][N:14]([C:13]2[C:12]3=[C:25]4[C:4]([C:5](=[O:30])[C:6]([C:27]([OH:29])=[O:28])=[CH:7][N:8]4[N:9]([CH3:26])[CH2:10][O:11]3)=[CH:3][C:2]=2[F:1])[CH2:15]1)(=[O:34])[CH3:32]. Reported procedure: A solution of product 36b (200 mg, 0.46 mmol, 1.0 eq.) in trifluoroacetic anhydride (5 mL) is heated to 90° C. for 6 hours. The reaction medium is cooled down to room temperature, the mixture is filtered and the filtrate is concentrated under reduced pressure. The obtained residue is re-crystallized from methanol and then purified by preparative HPLC (acetonitrile/H2O gradient). The expected product is obtained as a beige solid (25 mg, 88%). Reactants: CS(=O)(=O)O (methanesulfonic acid), C1(CC1)NC(C1=CC(=C(C=C1)C)N1C=NC2=CC=C(C=C2C1=O)N1CCN(CC1)C)=O (N-cyclopropyl-4-methyl-3-[6-(4 methylpiperazin-1-yl)-4-oxoquinazolin-3(4H)-yl]benzamide). Run in C(C)(=O)OCC (ethyl acetate). The product is CS(=O)(=O)O.CS(=O)(=O)O.C1(CC1)NC(C1=CC(=C(C=C1)C)N1C=NC2=CC=C(C=C2C1=O)N1CCN(CC1)C)=O (N-Cyclopropyl-4-methyl-3-[6-(4-methylpiperazin-1-yl)-4-oxoquinazolin-3(4H)-yl]benzamide bismethanesulfonate salt). RXN SMILES: [CH3:1][S:2]([OH:5])(=[O:4])=[O:3].[CH:6]1([NH:9][C:10](=[O:36])[C:11]2[CH:16]=[CH:15][C:14]([CH3:17])=[C:13]([N:18]3[C:27](=[O:28])[C:26]4[C:21](=[CH:22][CH:23]=[C:24]([N:29]5[CH2:34][CH2:33][N:32]([CH3:35])[CH2:31][CH2:30]5)[CH:25]=4)[N:20]=[CH:19]3)[CH:12]=2)[CH2:8][CH2:7]1>C(OCC)(=O)C>[CH3:1][S:2]([OH:5])(=[O:4])=[O:3].[CH3:1][S:2]([OH:5])(=[O:4])=[O:3].[CH:6]1([NH:9][C:10](=[O:36])[C:11]2[CH:16]=[CH:15][C:14]([CH3:17])=[C:13]([N:18]3[C:27](=[O:28])[C:26]4[C:21](=[CH:22][CH:23]=[C:24]([N:29]5[CH2:30][CH2:31][N:32]([CH3:35])[CH2:33][CH2:34]5)[CH:25]=4)[N:20]=[CH:19]3)[CH:12]=2)[CH2:8][CH2:7]1 |f:3.4.5|. Reported procedure: Using an analogous procedure to that described in Example 45, two equivalents of 1N methanesulfonic acid in ethyl acetate was reacted with N-cyclopropyl-4-methyl-3-[6-(4 methylpiperazin-1-yl)-4-oxoquinazolin-3(4H)-yl]benzamide to gave the title compound; NMR Spectrum: (DMSOd6) 0.56 (m, 2H), 0.70 (m, 2H), 2.13 (s, 1H), 2.40 (s, 6H), 2.87 (m, 1H), 2.89 (d, 3H), 3.10-3.30 (m, 4H), 3.58 (m, 2H), 4.05 (m, 2H), 7.52 (d, 1H), 7.59 (d, 1H), 7.71 (m, 2H), 7.84 (s, 1H), 7.91 (m, 1H), 8.22 (s, 1H), 8.47 (d... Starting materials: O=C(Cl)c1ccc(Cl)nc1, ClCCl, CC(C)(C)OC(=O)Nc1ccccc1N. Product: CC(C)(C)OC(=O)Nc1ccccc1NC(=O)c1ccc(Cl)nc1. RXN SMILES: [Cl:16][c:17]1[n:18][cH:19][c:20]([C:21](=[O:22])[Cl:23])[cH:24][cH:25]1.[Cl:26][CH2:27][Cl:28].[NH2:1][c:2]1[c:3]([NH:8][C:9]([O:10][C:11]([CH3:12])([CH3:13])[CH3:14])=[O:15])[cH:4][cH:5][cH:6][cH:7]1>>[NH:1]([c:2]1[c:3]([NH:8][C:9]([O:10][C:11]([CH3:12])([CH3:13])[CH3:14])=[O:15])[cH:4][cH:5][cH:6][cH:7]1)[C:21]([c:20]1[cH:19][n:18][c:17]([Cl:16])[cH:25][cH:24]1)=[O:22]. Run in CO (methanol). Procedure details: 1-Methoxyethylidene malononitrile (0.17 g, 1.36 mmol) (prepared from malononitrile and triethyl orthoacetate by heating with acetic anhydride) was heated with 4-hydrazino-5,6-diphenyl-2-(trifluoromethyl)pyrimidine (0.15 g, 0.45 mmol) in methanol (6 ml), overnight at 60-65° C. The solid that separated out from the reaction mixture was filtered and washed with methanol (5 ml), to yield the title compound. 1H-NMR (DMSO-d6) δ: 1.97 (s, 3H), 6.97 (br, 2H, D2O exchangeable), 7.07 (d, 2H), 7.26-7.38 (m... As a reaction SMILES: CO[C:3](=[C:5]([C:8]#[N:9])[C:6]#[N:7])[CH3:4].[NH:10]([C:12]1[C:17]([C:18]2[CH:23]=[CH:22][CH:21]=[CH:20][CH:19]=2)=[C:16]([C:24]2[CH:29]=[CH:28][CH:27]=[CH:26][CH:25]=2)[N:15]=[C:14]([C:30]([F:33])([F:32])[F:31])[N:13]=1)[NH2:11]>CO>[NH2:9][C:8]1[N:10]([C:12]2[C:17]([C:18]3[CH:19]=[CH:20][CH:21]=[CH:22][CH:23]=3)=[C:16]([C:24]3[CH:29]=[CH:28][CH:27]=[CH:26][CH:25]=3)[N:15]=[C:14]([C:30]([F:33])([F:32])[F:31])[N:13]=2)[N:11]=[C:3]([CH3:4])[C:5]=1[C:6]#[N:7]. Reactants: COC(C)=C(C#N)C#N (1-Methoxyethylidene malononitrile), N(N)C1=NC(=NC(=C1C1=CC=CC=C1)C1=CC=CC=C1)C(F)(F)F (4-hydrazino-5,6-diphenyl-2-(trifluoromethyl)pyrimidine). Yields the product NC1=C(C(=NN1C1=NC(=NC(=C1C1=CC=CC=C1)C1=CC=CC=C1)C(F)(F)F)C)C#N (5-amino-1-[5,6-diphenyl-2-(trifluoromethyl)pyrimidin-4-yl]-3-methyl-1H-pyrazole-4-carbonitrile). The reactants are ClC=1C=C(C=CC1Cl)CC(=O)O (3,4-dichlorophenylacetic acid), Cl.C(C(C)C)OC([C@@H](N)C)=O (L-alanine iso-butyl ester hydrochloride). The product is C(C(C)C)OC([C@@H](NC(CC1=CC(=C(C=C1)Cl)Cl)=O)C)=O (N-[(3,4-dichlorophenyl)acetyl]-L-alanine iso-butyl ester). RXN SMILES: [Cl:1][C:2]1[CH:3]=[C:4]([CH2:9][C:10]([OH:12])=O)[CH:5]=[CH:6][C:7]=1[Cl:8].Cl.[CH2:14]([O:18][C:19](=[O:23])[C@H:20]([CH3:22])[NH2:21])[CH:15]([CH3:17])[CH3:16]>>[CH2:14]([O:18][C:19](=[O:23])[C@H:20]([CH3:22])[NH:21][C:10](=[O:12])[CH2:9][C:4]1[CH:5]=[CH:6][C:7]([Cl:8])=[C:2]([Cl:1])[CH:3]=1)[CH:15]([CH3:17])[CH3:16] |f:1.2|. Procedure: Following General Procedure BB and using 3,4-dichlorophenylacetic acid (Aldrich) and L-alanine iso-butyl ester hydrochloride (from Example BB above), the title compound was prepared as a solid having a melting point of 81°-83° C. The reaction was monitored by tlc on silica gel and purification was by extraction with Et2O followed by washes with aqueous K2CO3 and aqueous HCl. Reported procedure: Prepared analogously to Example 159 from (Z)-3-[1-(4-aminomethyl-phenylamino)-1-phenyl-methylidene]-5-nitro-2-indolinone-hydrochloride, propionaldehyde and sodium cyanoborohydride in methanol. As a reaction SMILES: Cl.[NH2:2][CH2:3][C:4]1[CH:9]=[CH:8][C:7]([NH:10]/[C:11](=[C:18]2\[C:19](=[O:30])[NH:20][C:21]3[C:26]\2=[CH:25][C:24]([N+:27]([O-:29])=[O:28])=[CH:23][CH:22]=3)/[C:12]2[CH:17]=[CH:16][CH:15]=[CH:14][CH:13]=2)=[CH:6][CH:5]=1.[CH:31](=O)[CH2:32][CH3:33].C([BH3-])#N.[Na+]>CO>[CH2:31]([NH:2][CH2:3][C:4]1[CH:5]=[CH:6][C:7]([NH:10]/[C:11](=[C:18]2\[C:19](=[O:30])[NH:20][C:21]3[C:26]\2=[CH:25][C:24]([N+:27]([O-:29])=[O:28])=[CH:23][CH:22]=3)/[C:12]2[CH:13]=[CH:14][CH:15]=[CH:16][CH:17]=2)=[CH:8][CH:9]=1)[CH2:32][CH3:33] |f:0.1,3.4|. The solvent is CO (methanol). Yields the product C(CC)NCC1=CC=C(C=C1)N\C(\C1=CC=CC=C1)=C\1/C(NC2=CC=C(C=C12)[N+](=O)[O-])=O ((Z)-3-[1-(4-propylaminomethyl-phenylamino)-1-phenyl-methylidene]-5-nitro-2-indolinone). Reactants: Cl.NCC1=CC=C(C=C1)N\C(\C1=CC=CC=C1)=C\1/C(NC2=CC=C(C=C12)[N+](=O)[O-])=O ((Z)-3-[1-(4-aminomethyl-phenylamino)-1-phenyl-methylidene]-5-nitro-2-indolinone-hydrochloride), C(CC)=O (propionaldehyde), C(#N)[BH3-].[Na+] (sodium cyanoborohydride). Starting materials: COC1=C(CC=2C(=NC3=CC=CC=C3C2)N)C=CC=C1 (3-(2-Methoxybenzyl)quinolin-2-amine), B(Br)(Br)Br (boron tribromide), O (water). Run in ClCCl (dichloromethane), ClCCl (dichloromethane). Conditions: time 12 hour. Product: NC1=NC2=CC=CC=C2C=C1CC1=C(C=CC=C1)O (2-[(2-Aminoquinolin-3-yl)methyl]phenol). As a reaction SMILES: C[O:2][C:3]1[CH:20]=[CH:19][CH:18]=[CH:17][C:4]=1[CH2:5][C:6]1[C:7]([NH2:16])=[N:8][C:9]2[C:14]([CH:15]=1)=[CH:13][CH:12]=[CH:11][CH:10]=2.B(Br)(Br)Br.O>ClCCl>[NH2:16][C:7]1[C:6]([CH2:5][C:4]2[CH:17]=[CH:18][CH:19]=[CH:20][C:3]=2[OH:2])=[CH:15][C:14]2[C:9](=[CH:10][CH:11]=[CH:12][CH:13]=2)[N:8]=1. Procedure details: 3-(2-Methoxybenzyl)quinolin-2-amine (53 mg, 0.2 mmol) was mixed with boron tribromide solution in dichloromethane (1M, 0.4 mL, 0.4 mmol) in dichloromethane [sic; duplication] at −78° C. After thawing, the mixture was stirred for 12 hours at room temperature. The batch was mixed with water, extracted with dichloromethane and the combined organic phases were washed with sodium hydroxide solution (1M), water and saturated saline solution until neutral. After drying (sodium sulfate), the crude produ... The reactants are OC(COc1ccccc1)CN(Cc1ccccc1)C1CCCc2ccc(OCc3ccccc3)cc2C1, CN(C)c1ccncc1, CN(C)C=O, CC[Si](Cl)(CC)CC, O, c1c[nH]cn1. The product is CC[Si](CC)(CC)OC(COc1ccccc1)CN(Cc1ccccc1)C1CCCc2ccc(OCc3ccccc3)cc2C1. RXN SMILES: [CH2:1]([c:2]1[cH:3][cH:4][cH:5][cH:6][cH:7]1)[N:8]([CH2:9][CH:10]([CH2:11][O:12][c:13]1[cH:14][cH:15][cH:16][cH:17][cH:18]1)[OH:19])[CH:20]1[CH2:21][c:22]2[c:23]([cH:27][cH:28][c:29]([O:31][CH2:32][c:33]3[cH:34][cH:35][cH:36][cH:37][cH:38]3)[cH:30]2)[CH2:24][CH2:25][CH2:26]1.[CH3:53][N:54]([CH3:55])[c:56]1[cH:57][cH:58][n:59][cH:60][cH:61]1.[CH3:62][N:63]([CH3:64])[CH:65]=[O:66].[Cl:39][Si:40]([CH2:41][CH3:42])([CH2:43][CH3:44])[CH2:45][CH3:46].[OH2:52].[nH:47]1[cH:48][cH:49][n:50][cH:51]1>>[CH2:1]([c:2]1[cH:3][cH:4][cH:5][cH:6][cH:7]1)[N:8]([CH2:9][CH:10]([CH2:11][O:12][c:13]1[cH:14][cH:15][cH:16][cH:17][cH:18]1)[O:19][Si:40]([CH2:41][CH3:42])([CH2:43][CH3:44])[CH2:45][CH3:46])[CH:20]1[CH2:21][c:22]2[c:23]([cH:27][cH:28][c:29]([O:31][CH2:32][c:33]3[cH:34][cH:35][cH:36][cH:37][cH:38]3)[cH:30]2)[CH2:24][CH2:25][CH2:26]1.